Dataset: the Open Reaction Database (ORD), a public repository of structured organic reaction records. Task: describe an organic reaction: reactants, conditions, products, and yield Starting materials: C(=C)C(=O)CC (ethyl vinyl ketone), C=CC(C)=C (isoprene), Cl(=O)(=O)(=O)O (perchloric acid), C(C1=CC=CC=C1)[C@H]1C(N([C@H](N1)C=1OC(=CC1)C)C)=O ((2S, 5S)-5-benzyl-3-methyl-2-(5-methyl-furan-2-yl)-imidazolidin-4-one), C=CC(C)=C (isoprene). Conditions: time 3 day. Product: CC1=CC[C@@H](CC1)C(CC)=O (1-[(1R)-4-Methylcyclohex-3-en-1-yl]-propan-1-one). The yield is 79.0%. RXN SMILES: [CH:1]([C:3]([CH2:5][CH3:6])=[O:4])=[CH2:2].[CH2:7]=[CH:8][C:9](=[CH2:11])[CH3:10].Cl(O)(=O)(=O)=O.C([C@@H]1N[C@H](C2OC(C)=CC=2)N(C)C1=O)C1C=CC=CC=1>>[CH3:11][C:9]1[CH2:8][CH2:7][C@@H:1]([C:3](=[O:4])[CH2:5][CH3:6])[CH2:2][CH:10]=1. Procedure details: Prepared according to general procedure B from ethyl vinyl ketone (70 μL, 0.70 mmol), isoprene (140 μL, 1.40 mmol), 70% aqueous perchloric acid (12.1 μL, 0.14 mmol) and (2S, 5S)-5-benzyl-3-methyl-2-(5-methyl-furan-2-yl)-imidazolidin-4-one (38 mg, 0.14 mmol) neat for 3 days at −20° C. Then, another portion of isoprene (100 μL, 1.00 mmol) was added and the solution was allowed to stir for an additional 3 days. Purification by silica gel chromatography (10:1 pentane:ether) provided the title compou... The reactants are O=C1CCC(=O)N1Br, Cc1cncc2ccccc12, N, O=S(=O)(O)O. The product is Cc1cncc2cccc(Br)c12. As a reaction SMILES: [Br:12][N:13]1[C:14](=[O:15])[CH2:16][CH2:17][C:18]1=[O:19].[CH3:1][c:2]1[cH:3][n:4][cH:5][c:6]2[cH:7][cH:8][cH:9][cH:10][c:11]12.[NH3:20].[S:21](=[O:22])(=[O:23])([OH:24])[OH:25]>>[CH3:1][c:2]1[cH:3][n:4][cH:5][c:6]2[cH:7][cH:8][cH:9][c:10]([Br:12])[c:11]12.